Dataset: the Open Reaction Database (ORD), a public repository of structured organic reaction records. Task: describe an organic reaction: reactants, conditions, products, and yield Starting materials: ClC1=C(C=CC=C1)N=O (o-chloronitrosobenzene), C1(=CC=CC=C1)C1=C(C1=O)C1=CC=CC=C1 (diphenylcyclopropenone). Run in C(Cl)(Cl)Cl (chloroform). Product: ClC1=C(C=CC=C1)N1OC(C(C1C1=CC=CC=C1)C1=CC=CC=C1)=O (2-(o-chlorophenyl)-3,4-diphenylisoxazolin-5-one). As a reaction SMILES: [Cl:1][C:2]1[CH:7]=[CH:6][CH:5]=[CH:4][C:3]=1[N:8]=[O:9].[C:10]1([C:16]2[C:18](=[O:19])[C:17]=2[C:20]2[CH:25]=[CH:24][CH:23]=[CH:22][CH:21]=2)[CH:15]=[CH:14][CH:13]=[CH:12][CH:11]=1>C(Cl)(Cl)Cl>[Cl:1][C:2]1[CH:7]=[CH:6][CH:5]=[CH:4][C:3]=1[N:8]1[CH:16]([C:10]2[CH:15]=[CH:14][CH:13]=[CH:12][CH:11]=2)[CH:17]([C:20]2[CH:25]=[CH:24][CH:23]=[CH:22][CH:21]=2)[C:18](=[O:19])[O:9]1. Procedure details: 4.6 Parts of o-chloronitrosobenzene and 6.7 parts of diphenylcyclopropenone is refluxed in 60 parts of chloroform for 72 hours. The solvent is removed under reduced pressure and the residue remaining is triturated with ethyl ether. Recrystallization from ethyl acetate then affords as tan crystals, pure 2-(o-chlorophenyl)-3,4-diphenylisoxazolin-5-one, melting at about 178°-180°. That compound is represented structurally by the following formula. ##STR7## Starting materials: [Li]CCCC (nBuLi), C(C)(C)NC(C)C (diisopropylamine), Cl(=O)(=O)(=O)[O-].C1CC[N+]=2CCCC12 (1,2,3,5,6,7-hexahydropyrrolizinium perchlorate), Cl (HCl), ClC1=NC(=CC=C1)Cl (2,6-dichloropyridine). Run in CCOC(=O)C (EtOAc), hexanes, C1CCOC1 (THF). Reaction conditions: temperature -78 celsius, time 10 minute. Product: ClC1=NC(=CC=C1C12CCCN2CCC1)Cl (7a-(2,6-dichloro-3-pyridinyl)-hexahydro-1H-pyrrolizine). The yield is 17.2%. As a reaction SMILES: [Li]CCCC.C(NC(C)C)(C)C.[Cl:13][C:14]1[CH:19]=[CH:18][CH:17]=[C:16]([Cl:20])[N:15]=1.Cl([O-])(=O)(=O)=O.[CH2:26]1[C:33]2[CH2:32][CH2:31][CH2:30][N+:29]=2[CH2:28][CH2:27]1.Cl>C1COCC1.CCOC(C)=O>[Cl:13][C:14]1[C:19]([C:33]23[CH2:32][CH2:31][CH2:30][N:29]2[CH2:28][CH2:27][CH2:26]3)=[CH:18][CH:17]=[C:16]([Cl:20])[N:15]=1 |f:3.4|. Procedure details: A solution of 2.5M nBuLi (675 μL, 1.7 mmol) in hexanes was added to diisopropylamine (220 μL, 1.7 mmol) in THF (4.5 mL) at ambient temperature. After 10 minutes of stirring, the reaction mixture was cooled to -78° C., 2,6-dichloropyridine (237 μL, 1.60 mmol) was added neat, and stirring was continued for 1 hour at -78° C. 1,2,3,5,6,7-hexahydropyrrolizinium perchlorate (500 mg, 2.40 mmol) was added, and the reaction mixture was allowed to stir for 2 hours at -78° C. then warm to ambient temperatu... Starting materials: CC(C)OC(=O)/N=N/C(=O)OC(C)C (diisopropylazodicarboxylate), C(C)C1=NN(C(=C1OC=1C=C(C#N)C=C(C1)OC)CC)CCO (3-{[3,5-Diethyl-1-(2-hydroxyethyl)-1H-pyrazol-4-yl]oxy}-5-methoxybenzonitrile), C1(=CC=CC=C1)P(C1=CC=CC=C1)C1=CC=CC=C1 (triphenylphosphine), C1(C=2C(C(N1)=O)=CC=CC2)=O (phthalimide), O.NN (hydrazine hydrate). Run in O1CCCC1 (tetrahydrofuran), O1CCCC1 (tetrahydrofuran). Conditions: time 18 hour. Yields the product N (ammonia), NCCN1N=C(C(=C1CC)OC=1C=C(C#N)C=C(C1)OC)CC (3-{[1-(2-Aminoethyl)-3,5-diethyl-1H-pyrazol-4-yl]oxy}-5-methoxybenzonitrile). Yield: 152.2%. RXN SMILES: [CH2:1]([C:3]1[C:7]([O:8][C:9]2[CH:10]=[C:11]([CH:14]=[C:15]([O:17][CH3:18])[CH:16]=2)[C:12]#[N:13])=[C:6]([CH2:19][CH3:20])[N:5]([CH2:21][CH2:22]O)[N:4]=1)[CH3:2].C1(P(C2C=CC=CC=2)C2C=CC=CC=2)C=CC=CC=1.C1(=O)[NH:47]C(=O)C2=CC=CC=C12.CC(OC(/N=N/C(OC(C)C)=O)=O)C.O.NN>O1CCCC1>[NH3:4].[NH2:47][CH2:22][CH2:21][N:5]1[C:6]([CH2:19][CH3:20])=[C:7]([O:8][C:9]2[CH:10]=[C:11]([CH:14]=[C:15]([O:17][CH3:18])[CH:16]=2)[C:12]#[N:13])[C:3]([CH2:1][CH3:2])=[N:4]1 |f:4.5|. Procedure details: The alcohol from Example 202 (87 mg, 0.28 mmol), triphenylphosphine (220 mg, 0.84 mmol) and phthalimide (124 mg, 0.84 mmol) were dissolved in tetrahydrofuran (5 ml) at 0° C. under nitrogen and diisopropylazodicarboxylate (165 μl, 0.84 mmol) dissolved in tetrahydrofuran (1 ml) was added dropwise. The reaction was allowed to warm to room temperature and was stirred for 18 hours. The solvent was removed under reduced pressure, the residue was dissolved in ethanol (6 ml) and hydrazine hydrate (68 μl... Starting materials: C(C)(=O)OCC (ethyl acetate), COC=1C=CC(=CC1)P2(=S)SP(=S)(S2)C=3C=CC(=CC3)OC (Lawesson reagent), C(CCC)C1=CN(C2=CC=CC=C2C1=O)CC1=CC=C(C=C1)C=1C(=CC=CC1)C(=O)OC (Methyl 4'-[(3-butyl-1,4-dihydro-4-oxo-1-quinolinyl)-methyl](1,1'-biphenyl)-2-carboxylate), O (water). Run in C1(=CC=CC=C1)C (toluene). The product is C(CCC)C1=CN(C2=CC=CC=C2C1=S)CC1=CC=C(C=C1)C=1C(=CC=CC1)C(=O)OC (Methyl 4'-[(3-butyl-1,4-dihydro-4-thioxo-1-quinolinyl)-methyl](1,1'-biphenyl)-2-carboxylate). Isolated yield 26169.9%. RXN SMILES: COC1C=CC(P2(SP(C3C=CC(OC)=CC=3)(=S)S2)=[S:10])=CC=1.[CH2:23]([C:27]1[C:36](=O)[C:35]2[C:30](=[CH:31][CH:32]=[CH:33][CH:34]=2)[N:29]([CH2:38][C:39]2[CH:44]=[CH:43][C:42]([C:45]3[C:46]([C:51]([O:53][CH3:54])=[O:52])=[CH:47][CH:48]=[CH:49][CH:50]=3)=[CH:41][CH:40]=2)[CH:28]=1)[CH2:24][CH2:25][CH3:26].O.C(OCC)(=O)C>C1(C)C=CC=CC=1>[CH2:23]([C:27]1[C:36](=[S:10])[C:35]2[C:30](=[CH:31][CH:32]=[CH:33][CH:34]=2)[N:29]([CH2:38][C:39]2[CH:44]=[CH:43][C:42]([C:45]3[C:46]([C:51]([O:53][CH3:54])=[O:52])=[CH:47][CH:48]=[CH:49][CH:50]=3)=[CH:41][CH:40]=2)[CH:28]=1)[CH2:24][CH2:25][CH3:26]. Procedure details: 2.10 mg of Lawesson reagent were added to a solution of 400 mg of the product of Example 3 in 20 ml of toluene and the mixture was refluxed for 90 minutes. The mixture was poured into 100 ml of water and extraction was carried out with ethyl acetate. Th extracts were washed with water, dried, filtered and evaporated to dryness to obtain 0.6 g of the expected product which was chromatographed on silica (eluant: methylene chloride-acetone (98-2)) to collect 0.42 g of the desired product melting at... Reactants: C(C)(=O)O[C@@H]1[C@H](O[C@H]([C@@H]([C@H]1OC(C)=O)OC(C)=O)C1=CC(=C(C=C1)Cl)CC1=CC=C(C=C1)C(C)=O)COC(C)=O ((2R,3R,4R,5S,6S)-2-(acetoxymethyl)-6-(3-(4-acetylbenzyl)-4-chlorophenyl)tetrahydro-2H-pyran-3,4,5-triyl triacetate), O.[OH-].[Li+] (lithium hydroxide monohydrate). Run in O1CCCC1.CO.O (tetrahydrofuran methanol water). Reaction conditions: time 8 hour. Yields the product ClC1=C(CC2=CC=C(C=C2)C(C)=O)C=C(C=C1)[C@@H]1O[C@@H]([C@H]([C@@H]([C@H]1O)O)O)CO (1-(4-(2-chloro-5-((2S,3R,4R,5S,6R)-3,4,5-trihydroxy-6-(hydroxymethyl)tetrahydro-2H-pyran-2-yl)benzyl)phenyl)ethanone). Yield: 98.3%. RXN SMILES: C([O:4][C@H:5]1[C@H:10]([O:11]C(=O)C)[C@@H:9]([O:15]C(=O)C)[C@H:8]([C:19]2[CH:24]=[CH:23][C:22]([Cl:25])=[C:21]([CH2:26][C:27]3[CH:32]=[CH:31][C:30]([C:33](=[O:35])[CH3:34])=[CH:29][CH:28]=3)[CH:20]=2)[O:7][C@@H:6]1[CH2:36][O:37]C(=O)C)(=O)C.O.[OH-].[Li+]>O1CCCC1.CO.O>[Cl:25][C:22]1[CH:23]=[CH:24][C:19]([C@H:8]2[C@H:9]([OH:15])[C@@H:10]([OH:11])[C@H:5]([OH:4])[C@@H:6]([CH2:36][OH:37])[O:7]2)=[CH:20][C:21]=1[CH2:26][C:27]1[CH:32]=[CH:31][C:30]([C:33](=[O:35])[CH3:34])=[CH:29][CH:28]=1 |f:1.2.3,4.5.6|. Procedure details: To a solution of (2R,3R,4R,5S,6S)-2-(acetoxymethyl)-6-(3-(4-acetylbenzyl)-4-chlorophenyl)tetrahydro-2H-pyran-3,4,5-triyl triacetate (95 mg, 0.17 mmol) in a mixture of tetrahydrofuran/methanol/water (2.4 mL, 2:3:1) was added lithium hydroxide monohydrate (11.2 mg, 0.27 mmol). After stirring overnight at RT, volatiles were removed under reduced pressure. The residue was partitioned between water and ethyl acetate (3×), and the combined organic phases were washed with brine, dried over sodium sulfa... Starting materials: BrC1=CN(C2=NC(=C(C=C21)F)OCC2=NC=CC=C2)C (3-Bromo-5-fluoro-1-methyl-6-(pyridin-2-ylmethoxy)-1H-pyrrolo[2,3-b]pyridine), C(C)OC(=O)N1CC(NCC1)=O (3-oxo-piperazine-1-carboxylic acid ethyl ester), CNCCNC (N,N′-dimethylethane-1,2-diamine), P(=O)([O-])([O-])[O-].[K+].[K+].[K+] (potassium phosphate), CNCCNC (N,N′-dimethylethane-1,2-diamine). Reagents/catalysts: [Cu]I (copper(I) iodide), [Cu]I (copper (I) iodide). Solvent: O1CCOCC1 (1,4-dioxane). Reaction conditions: time 5 hour. Product: FC=1C=C2C(=NC1OCC1=NC=CC=C1)N(C=C2N2C(CN(CC2)C(=O)OCC)=O)C (ethyl 4-[5-fluoro-1-methyl-6-(pyridin-2-ylmethoxy)-1H-pyrrolo[2,3-b]pyridin-3-yl]-3-oxopiperazine-1-carboxylate). Isolated yield 20.9%. As a reaction SMILES: Br[C:2]1[C:10]2[C:5](=[N:6][C:7]([O:12][CH2:13][C:14]3[CH:19]=[CH:18][CH:17]=[CH:16][N:15]=3)=[C:8]([F:11])[CH:9]=2)[N:4]([CH3:20])[CH:3]=1.[CH2:21]([O:23][C:24]([N:26]1[CH2:31][CH2:30][NH:29][C:28](=[O:32])[CH2:27]1)=[O:25])[CH3:22].CNCCNC.P([O-])([O-])([O-])=O.[K+].[K+].[K+]>[Cu]I.O1CCOCC1>[F:11][C:8]1[CH:9]=[C:10]2[C:2]([N:29]3[CH2:30][CH2:31][N:26]([C:24]([O:23][CH2:21][CH3:22])=[O:25])[CH2:27][C:28]3=[O:32])=[CH:3][N:4]([CH3:20])[C:5]2=[N:6][C:7]=1[O:12][CH2:13][C:14]1[CH:19]=[CH:18][CH:17]=[CH:16][N:15]=1 |f:3.4.5.6|. Reported procedure: 3-Bromo-5-fluoro-1-methyl-6-(pyridin-2-ylmethoxy)-1H-pyrrolo[2,3-b]pyridine (0.233 g, 0.693 mmol), 3-oxo-piperazine-1-carboxylic acid ethyl ester (0.131 g, 0.762 mmol), N,N′-dimethylethane-1,2-diamine (0.031 mL, 0.284 mmol), copper(I) iodide (0.029 g, 0.152 mmol), potassium phosphate (tribasic, n-hydrate) (0.162 g, 0.762 mmol), and 1,4-dioxane (15 mL) are added together under a nitrogen atmosphere, and heated to reflux overnight with stirring. Further copper (I) iodide (0.120 g, 0.630 mmol) and ...